From a dataset of the Open Reaction Database (ORD), a public repository of structured organic reaction records. describe an organic reaction: reactants, conditions, products, and yield The reactants are CCCCO, C1CCOC1, C[Si](C)(C)[N-][Si](C)(C)C, O=c1c(Cl)c(Cl)cnn1-c1ccc(F)c(F)c1, [Na+]. The product is CCCCOc1c(Cl)cnn(-c2ccc(F)c(F)c2)c1=O. As a reaction SMILES: [CH2:1]([CH2:2][CH2:3][CH3:4])[OH:5].[CH2:33]1[O:34][CH2:35][CH2:36][CH2:37]1.[CH3:6][Si:7]([N-:8][Si:9]([CH3:10])([CH3:11])[CH3:12])([CH3:13])[CH3:14].[F:16][c:17]1[cH:18][c:19](-[n:24]2[n:25][cH:26][c:27]([Cl:32])[c:28]([Cl:31])[c:29]2=[O:30])[cH:20][cH:21][c:22]1[F:23].[Na+:15]>>[CH2:1]([CH2:2][CH2:3][CH3:4])[O:5][c:28]1[c:27]([Cl:32])[cH:26][n:25][n:24](-[c:19]2[cH:18][c:17]([F:16])[c:22]([F:23])[cH:21][cH:20]2)[c:29]1=[O:30].